This data is from the Open Reaction Database (ORD), a public repository of structured organic reaction records. The task is: describe an organic reaction: reactants, conditions, products, and yield Reactants: OCC1=NC=C(C(=C1)O)OCCC (2-hydroxymethyl-5-propoxy-pyridin-4-ol), S(=O)(Cl)Cl (thionyl chloride). Product: ClCC1=NC=C(C(=C1)O)OCCC (2-Chloromethyl-5-propoxy-pyridin-4-ol). Procedure: To a mixture of 2-hydroxymethyl-5-propoxy-pyridin-4-ol (5.56 g, 30.3 mmole) and 30 mL of chloroform stirred cooled with an ice bath is added 30 mL of thionyl chloride (x g, 0.x mole). This is stirred for 15 minutes at ice bath temperature and then refluxed for 1 hour. The reaction mixture is cooled, evaporated to dryness in vacuo and then treated with isopropanol. The solid is filtered, washed with fresh isopropanol, then ether and air dried to give an off-white solid, 3.4 g, (48%), m.p. 165-7° ... Reaction SMILES: O[CH2:2][C:3]1[CH:8]=[C:7]([OH:9])[C:6]([O:10][CH2:11][CH2:12][CH3:13])=[CH:5][N:4]=1.S(Cl)([Cl:16])=O>C(Cl)(Cl)Cl>[Cl:16][CH2:2][C:3]1[CH:8]=[C:7]([OH:9])[C:6]([O:10][CH2:11][CH2:12][CH3:13])=[CH:5][N:4]=1. Solvent: C(Cl)(Cl)Cl (chloroform).